This data is from the Open Reaction Database (ORD), a public repository of structured organic reaction records. The task is: describe an organic reaction: reactants, conditions, products, and yield Reactants: ClC1=C(C=C(C(=C1)F)C1=NN2C(CCCC2)=C1)O (2-chloro-4-fluoro-5-(4,5,6,7-tetrahydropyrazolo[1,5-a]pyridin-2-yl)-phenol), ClN1C(CCC1=O)=O (N-chlorosuccinimide), O (water). The solvent is CN(C=O)C (N,N-dimethylformamide). Reaction conditions: temperature 65 celsius, time 2 hour. Product: ClC1=C(C=C(C(=C1)F)C1=NN2C(CCCC2)=C1Cl)O (2-Chloro-5-(3-chloro-4,5,6,7-tetrahydropyrazolo[1,5-a]pyridin-2-yl)-4-fluorophenol). The yield is 97.4%. Reaction SMILES: [Cl:1][C:2]1[CH:7]=[C:6]([F:8])[C:5]([C:9]2[CH:17]=[C:12]3[CH2:13][CH2:14][CH2:15][CH2:16][N:11]3[N:10]=2)=[CH:4][C:3]=1[OH:18].[Cl:19]N1C(=O)CCC1=O.O>CN(C)C=O>[Cl:1][C:2]1[CH:7]=[C:6]([F:8])[C:5]([C:9]2[C:17]([Cl:19])=[C:12]3[CH2:13][CH2:14][CH2:15][CH2:16][N:11]3[N:10]=2)=[CH:4][C:3]=1[OH:18]. Procedure details: A mixture of 2-chloro-4-fluoro-5-(4,5,6,7-tetrahydropyrazolo[1,5-a]pyridin-2-yl)-phenol (5.0 g) and N-chlorosuccinimide (2.65 g) in N,N-dimethylformamide (30 ml) was stirred at 65° C. for 2 hours. The resulting mixture was poured into water and the precipitate was collected by filtration and dried. 2-Chloro-5-(3-chloro-4,5,6,7-tetrahydropyrazolo[1,5-a]pyridin-2-yl)-4-fluorophenol (5.50 g) was obtained as a white solid. Starting materials: O=C([O-])[O-], CS(C)=O, O=Cc1ccc(F)cc1, [K+], [K+], O, c1c[nH]cn1. Yields the product O=Cc1ccc(-n2ccnc2)cc1. Reaction SMILES: [C:15](=[O:16])([O-:17])[O-:18].[CH3:22][S:23]([CH3:24])=[O:25].[F:1][c:2]1[cH:3][cH:4][c:5]([CH:6]=[O:7])[cH:8][cH:9]1.[K+:19].[K+:20].[OH2:21].[nH:10]1[cH:11][n:12][cH:13][cH:14]1>>[c:2]1(-[n:10]2[cH:11][n:12][cH:13][cH:14]2)[cH:3][cH:4][c:5]([CH:6]=[O:7])[cH:8][cH:9]1. The reactants are Cc1ccccc1, CC1=CCC(C2=CCC3(CC2)CO3)C1(C)C. Product: CC1=CCC(C2=CCC(C=O)CC2)C1(C)C. As a reaction SMILES: [CH3:17][c:18]1[cH:19][cH:20][cH:21][cH:22][cH:23]1.[CH3:1][C:2]1([CH3:16])[CH:3]([C:8]2=[CH:9][CH2:10][C:11]3([CH2:12][O:13]3)[CH2:14][CH2:15]2)[CH2:4][CH:5]=[C:6]1[CH3:7]>>[CH3:1][C:2]1([CH3:16])[CH:3]([C:8]2=[CH:9][CH2:10][CH:11]([CH:12]=[O:13])[CH2:14][CH2:15]2)[CH2:4][CH:5]=[C:6]1[CH3:7]. Reactants: CC(CC(C)(OOC(C)(C)C)C)O (1,3-dimethyl-3-(t-butylperoxy)butanol), C1(\C=C/C(=O)O1)=O (maleic anhydride), S(O)(O)(=O)=O (sulfuric acid), anhydride carbonyl, OH, [Na] (sodium), [OH-].[Na+] (NaOH), [C].[C] (carbon carbon), ester carbonyl. Run in O (water). Reaction conditions: time 6 hour. The product is C(\C=C/C(=O)O)(=O)OC(CC(C)(OOC(C)(C)C)C)C (1,3-Dimethyl-3-(t-butylperoxy)butyl Hydrogen Maleate). RXN SMILES: [CH3:1][CH:2]([OH:13])[CH2:3][C:4]([CH3:12])([O:6][O:7][C:8]([CH3:11])([CH3:10])[CH3:9])[CH3:5].[C:14]1(=[O:20])[O:19][C:17](=[O:18])[CH:16]=[CH:15]1.S(=O)(=O)(O)O.[C].[C].[OH-].[Na+].[Na]>O>[C:14]([O:13][CH:2]([CH3:1])[CH2:3][C:4]([CH3:12])([O:6][O:7][C:8]([CH3:11])([CH3:10])[CH3:9])[CH3:5])(=[O:20])/[CH:15]=[CH:16]\[C:17]([OH:19])=[O:18] |f:3.4,5.6,^1:29|. Procedure details: A 100 mL 3-neck flask equipped with a magnetic stirrer, a thermometer and a condenser was charged with 21.1 g (0.10 mole) of 90.7% 1,3-dimethyl-3-(t-butylperoxy)butanol, 12.5 g (0.125 mole) of maleic anhydride and 6 drops of aqueous 50% sulfuric acid solution. The stirred reaction mixture was then heated to and held at 55°-65° C. for about 6 hours after which the reaction mixture was cooled to room temperature and poured into 100 mL of water. The organic layer that resulted was extracted with 20...